Dataset: the Open Reaction Database (ORD), a public repository of structured organic reaction records. Task: describe an organic reaction: reactants, conditions, products, and yield The reactants are ClC=1C=CC2=C(CCCCN2C(C2=CN=C(C=C2)NC(C2=C(C=CC=C2)OCCO)=O)=O)C1 (7-chloro-1-{6-[2-(2-hydroxyethoxy)benzoylamino]-nicotinoyl}-2,3,4,5-tetrahydro-1H-benzazepine), N1=CC=CC=C1 (pyridine), CS(=O)(=O)Cl (methanesulfonyl chloride). The solvent is O (water). Reaction conditions: time 2 hour. Product: ClC=1C=CC2=C(CCCCN2C(C2=CN=C(C=C2)NC(C2=C(C=CC=C2)OCCOS(=O)(=O)C)=O)=O)C1 (7-chloro-1-{6-[2-(2-methanesulfonyloxyethoxy)benzoylamino]nicotinoyl}-2,3,4,5-tetrahydro-1H-benzazepine). As a reaction SMILES: [Cl:1][C:2]1[CH:3]=[CH:4][C:5]2[N:11]([C:12](=[O:32])[C:13]3[CH:18]=[CH:17][C:16]([NH:19][C:20](=[O:31])[C:21]4[CH:26]=[CH:25][CH:24]=[CH:23][C:22]=4[O:27][CH2:28][CH2:29][OH:30])=[N:15][CH:14]=3)[CH2:10][CH2:9][CH2:8][CH2:7][C:6]=2[CH:33]=1.N1C=CC=CC=1.[CH3:40][S:41](Cl)(=[O:43])=[O:42]>O>[Cl:1][C:2]1[CH:3]=[CH:4][C:5]2[N:11]([C:12](=[O:32])[C:13]3[CH:18]=[CH:17][C:16]([NH:19][C:20](=[O:31])[C:21]4[CH:26]=[CH:25][CH:24]=[CH:23][C:22]=4[O:27][CH2:28][CH2:29][O:30][S:41]([CH3:40])(=[O:43])=[O:42])=[N:15][CH:14]=3)[CH2:10][CH2:9][CH2:8][CH2:7][C:6]=2[CH:33]=1. Reported procedure: To a solution of 7-chloro-1-{6-[2-(2-hydroxyethoxy)benzoylamino]-nicotinoyl}-2,3,4,5-tetrahydro-1H-benzazepine (0.5 g )in pyridine (10 ml) is added with stirring methanesulfonyl chloride (0.1 ml) under ice-cooling, and the mixture is stirred at room temperature for 2 hours. To the reaction solution is added water, and the precipitated crystals are collected by filtration, and dissolved in dichloromethane. The mixture is washed successively with diluted hydrochloric acid and water, dried over mag...